Dataset: the Open Reaction Database (ORD), a public repository of structured organic reaction records. Task: describe an organic reaction: reactants, conditions, products, and yield The reactants are O=Cc1cc(Br)ccc1F, [Li]CCCC, C1CCOC1, C[N+]1([O-])CCOCC1, CCC[N+](CCC)(CCC)CCC, CC1(C)CCCC(C)(C)N1, CCOC(C)=O, [Cl-], COCOc1ccc(OCC(C)(C)C)nc1F, [NH4+], O=[Ru](=O)(=O)[O-]. Yields the product COCOc1c(C(=O)c2cc(Br)ccc2F)cc(OCC(C)(C)C)nc1F. RXN SMILES: [Br:33][c:34]1[cH:35][cH:36][c:37]([F:42])[c:38]([CH:39]=[O:40])[cH:41]1.[CH2:1]([Li:2])[CH2:3][CH2:4][CH3:5].[CH2:53]1[O:54][CH2:55][CH2:56][CH2:57]1.[CH3:45][N+:46]1([O-:52])[CH2:47][CH2:48][O:49][CH2:50][CH2:51]1.[CH3:63][CH2:64][CH2:65][N+:66]([CH2:67][CH2:68][CH3:69])([CH2:70][CH2:71][CH3:72])[CH2:73][CH2:74][CH3:75].[CH3:6][C:7]1([CH3:8])[CH2:9][CH2:10][CH2:11][C:12]([CH3:13])([CH3:14])[NH:15]1.[CH3:76][CH2:77][O:78][C:79]([CH3:80])=[O:81].[Cl-:43].[F:16][c:17]1[n:18][c:19]([O:27][CH2:28][C:29]([CH3:30])([CH3:31])[CH3:32])[cH:20][cH:21][c:22]1[O:23][CH2:24][O:25][CH3:26].[NH4+:44].[O-:58][Ru:59](=[O:60])(=[O:61])=[O:62]>>[F:16][c:17]1[n:18][c:19]([O:27][CH2:28][C:29]([CH3:30])([CH3:31])[CH3:32])[cH:20][c:21]([C:39]([c:38]2[c:37]([F:42])[cH:36][cH:35][c:34]([Br:33])[cH:41]2)=[O:40])[c:22]1[O:23][CH2:24][O:25][CH3:26]. Starting materials: NC1=NC=CC=C1 (2-aminopyridine), NC1=NC=CC=C1 (2-aminopyridine), C(CC(=O)C)(=O)OCC (ethyl acetoacetate). The solvent is C(C)(=O)O (acetic acid). Product: 3-bromo-2-methyl-4H-pyrido[1,2-a]pyrimidin-4-ones, CC=1N=C2N(C(C1)=O)C=CC=C2 (2-methyl-4H-pyrido[1,2-a]pyrimidin-4-one). Reaction SMILES: [NH2:1][C:2]1[CH:7]=[CH:6][CH:5]=[CH:4][N:3]=1.[C:8](OCC)(=[O:13])[CH2:9][C:10]([CH3:12])=O>C(O)(=O)C>[CH3:12][C:10]1[N:1]=[C:2]2[CH:7]=[CH:6][CH:5]=[CH:4][N:3]2[C:8](=[O:13])[CH:9]=1. Procedure details: All the 3-bromo-2-methyl-4H-pyrido[1,2-a]pyrimidin-4-ones were prepared from commercially available 2-aminopyridine derivatives. Thus, 2-aminopyridine derivative was reacted with ethyl acetoacetate in refluxing acetic acid to give 2-methyl-4H-pyrido[1,2-a]pyrimidin-4-one in good yield. This intermediate was brominated using bromine in acetic acid to give 3-bromo-2-methyl-4H-pyrido[1,2-a]pyrimidin-4-ones in good yield. All the intermediates prepared in this manner were characterized by spectral a...